From a dataset of the Open Reaction Database (ORD), a public repository of structured organic reaction records. describe an organic reaction: reactants, conditions, products, and yield The reactants are CCO, Cl, CCOC(=O)c1cn(C)c2cnc3cc(F)c(N4CCCC4CNc4ccccc4)cc3c2c1=O, [K+], [OH-], O. The product is Cn1cc(C(=O)O)c(=O)c2c3cc(N4CCCC4CNc4ccccc4)c(F)cc3ncc21. Reaction SMILES: [CH3:39][CH2:40][OH:41].[ClH:38].[F:3][c:4]1[cH:5][c:6]2[c:7]([c:8]3[c:9](=[O:22])[c:10]([C:17](=[O:18])[O:19][CH2:20][CH3:21])[cH:11][n:12]([CH3:16])[c:13]3[cH:14][n:15]2)[cH:23][c:24]1[N:25]1[CH:26]([CH2:30][NH:31][c:32]2[cH:33][cH:34][cH:35][cH:36][cH:37]2)[CH2:27][CH2:28][CH2:29]1.[K+:2].[OH-:1].[OH2:42]>>[F:3][c:4]1[cH:5][c:6]2[c:7]([c:8]3[c:9](=[O:22])[c:10]([C:17](=[O:18])[OH:19])[cH:11][n:12]([CH3:16])[c:13]3[cH:14][n:15]2)[cH:23][c:24]1[N:25]1[CH:26]([CH2:30][NH:31][c:32]2[cH:33][cH:34][cH:35][cH:36][cH:37]2)[CH2:27][CH2:28][CH2:29]1. Reactants: ClC=1C(=CC(=NC1)N)NC1CCN(CC1)C (5-chloro-N4-(1-methylpiperidin-4-yl)pyridine-2,4-diamine), BrC1=NC=CN=C1C#N (2-bromo-cyanopyrazine), C=1C=CC(=CC1)P(C=2C=CC=CC2)C3=CC=C4C=CC=CC4=C3C5=C6C=CC=CC6=CC=C5P(C=7C=CC=CC7)C=8C=CC=CC8 (BINAP), CC(C)([O-])C.[Na+] (sodium tert-butoxide). Run in O1CCOCC1 (dioxane). Conditions: temperature 90 celsius. Product: ClC=1C(=CC(=NC1)NC=1N=CC(=NC1)C#N)NC1CCN(CC1)C (5-(5-Chloro-4-(1-methylpiperidin-4-ylamino)pyridin-2-ylamino)pyrazine-2-carbonitrile). The yield is 30.4%. RXN SMILES: [Cl:1][C:2]1[C:3]([NH:9][CH:10]2[CH2:15][CH2:14][N:13]([CH3:16])[CH2:12][CH2:11]2)=[CH:4][C:5]([NH2:8])=[N:6][CH:7]=1.Br[C:18]1[C:23]([C:24]#[N:25])=[N:22][CH:21]=[CH:20][N:19]=1.C1C=CC(P(C2C(C3C(P(C4C=CC=CC=4)C4C=CC=CC=4)=CC=C4C=3C=CC=C4)=C3C(C=CC=C3)=CC=2)C2C=CC=CC=2)=CC=1.CC(C)([O-])C.[Na+]>O1CCOCC1>[Cl:1][C:2]1[C:3]([NH:9][CH:10]2[CH2:15][CH2:14][N:13]([CH3:16])[CH2:12][CH2:11]2)=[CH:4][C:5]([NH:8][C:20]2[N:19]=[CH:18][C:23]([C:24]#[N:25])=[N:22][CH:21]=2)=[N:6][CH:7]=1 |f:3.4|. Procedure details: A solution of 5-chloro-N4-(1-methylpiperidin-4-yl)pyridine-2,4-diamine (0.080 g, 0.33 mmol), 2-bromo-cyanopyrazine (0.040 g, 0.22 mmol), BINAP (0.005 g, 0.02 mmol), sodium tert-butoxide (0.030 g, 0.31 mmol), tris(dibenzylideneacetone)dipalladium chloroform complex (0.009 g, 0.01 mmol) in dioxane (1.6 mL) was stirred at r.t. under nitrogen for 10 min before being heated under microwave irradiation for 30 min at 90° C. The crude reaction mixture was purified by ion exchange on SCX-II acidic resin ... The reactants are [OH-].[Na+] (sodium hydroxide), C(C1=CC=CC=C1)C(CO)CCO (2-Benzyl-1,4-butanediol), NCC(=O)O (glycine), C1=CC(=C[N+](=C1)[C@H]2[C@@H]([C@@H]([C@H](O2)COP(=O)([O-])OP(=O)(O)OC[C@@H]3[C@H]([C@H]([C@@H](O3)N4C=NC5=C4N=CN=C5N)O)O)O)O)C(=O)N (β-NAD+), [OH-].[Na+] (sodium hydroxide), NCC(=O)O (Glycine), COC=1C=CC(=CC1)C=O (anisaldehyde), [OH-].[Na+] (sodium hydroxide), [OH-].[Na+] (sodium hydroxide), alcohol. The solvent is CC(=O)C (acetone), C(C)O (ethanol), O (water), C(Cl)Cl (methylene chloride). Yields the product C(C1=CC=CC=C1)[C@H]1C(=O)OCC1 ((R)-2-benzylbutyrolactone). RXN SMILES: NCC(O)=O.[OH-].[Na+].[CH2:8]([CH:15]([CH2:18][CH2:19][OH:20])[CH2:16][OH:17])[C:9]1[CH:14]=[CH:13][CH:12]=[CH:11][CH:10]=1.C1C=[N+]([C@@H]2O[C@H](COP(OP(OC[C@H]3O[C@@H](N4C5N=CN=C(N)C=5N=C4)[C@H](O)[C@@H]3O)(O)=O)([O-])=O)[C@@H](O)[C@H]2O)C=C(C(N)=O)C=1.COC1C=CC(C=O)=CC=1>O.CC(C)=O.C(O)C.C(Cl)Cl>[CH2:8]([C@@H:15]1[CH2:18][CH2:19][O:20][C:16]1=[O:17])[C:9]1[CH:14]=[CH:13][CH:12]=[CH:11][CH:10]=1 |f:1.2|. Reported procedure: Glycine (18.8 grams) is dissolved in 2 liters of deionized water, and the pH is adjusted by the addition of 10% sodium hydroxide to 9.0. 2-Benzyl-1,4-butanediol (10.0 grams) is dissolved in 150 ml of acetone added to the glycine solution with stirring, followed by the addition of β-NAD+ (Sigma, 0.5 grams). To the resulting solution is added horse liver alcohol dehydrogenase (Sigma, 250 mg, approximately 400 units). After the enzyme has dissolved the pH is readjusted to 9.0 with 10% sodium hydrox... The reactants are [C-]#N.[K+] (potassium cyanide), C([O-])([O-])=O.[Na+].[Na+] (sodium carbonate), O=C1COC2=C(OC1)C=CC=C2 (3-oxo-3,4-dihydro-2H-1,5-benzodioxepin), C(C)(=O)OC(C)=O (acetic anhydride). The solvent is O (water). Run at time 8 hour. Yields the product OC1(COC2=C(OC1)C=CC=C2)C#N (3-hydroxy-3-cyano-3,4-dihydro-2H-1,5-benzodioxepin). Reaction SMILES: [C-:1]#[N:2].[K+].[O:4]=[C:5]1[CH2:11][O:10][C:9]2[CH:12]=[CH:13][CH:14]=[CH:15][C:8]=2[O:7][CH2:6]1.C(OC(=O)C)(=O)C.C(=O)([O-])[O-].[Na+].[Na+]>O>[OH:4][C:5]1([C:1]#[N:2])[CH2:6][O:7][C:8]2[CH:15]=[CH:14][CH:13]=[CH:12][C:9]=2[O:10][CH2:11]1 |f:0.1,4.5.6|. Procedure details: A solution of 13.5 g. (208 millimoles) of potassium cyanide in 27 ml. of water is added dropwise to a mixture of 18.7 g. (114 millimoles) of 3-oxo-3,4-dihydro-2H-1,5-benzodioxepin and 21.2 g. (208 millimoles) of acetic anhydride with stirring and cooling. The mixture is stirred at ambient temperature overnight and then is made alkaline with 10% sodium carbonate solution. The product in the form of an oil is extracted with diethyl ether, treated with charcoal and dried over calcium sulfate. Evapo... Reactants: C(C1=CC=CC=C1)OC1=C(OC=CC1=O)C (3-Benzyloxy-2-methyl-4-pyrone), [OH-].[Na+] (NaOH), C(C1=CC=CC=C1)OC1=C(OC=CC1=O)C.C(C)(=O)N1C(=C(C(C=C1)=O)O)C (1-acetyl-3-hydroxy-2-methylpyrid-4-one 3-Benzyloxy-2-methyl-4-pyrone), NCCC(=O)O (beta-alanine). Reaction SMILES: [CH2:1]([O:8][C:9]1[C:14](=[O:15])[CH:13]=[CH:12]O[C:10]=1[CH3:16])[C:2]1[CH:7]=[CH:6][CH:5]=[CH:4][CH:3]=1.C(OC1C(=O)C=COC=1C)C1C=CC=CC=1.C(N1C=CC(=O)C(O)=C1C)(=O)C.[NH2:45][CH2:46][CH2:47][C:48]([OH:50])=[O:49].[OH-].[Na+]>O.C(O)C>[CH2:1]([O:8][C:9]1[C:14](=[O:15])[CH:13]=[CH:12][N:45]([CH2:46][CH2:47][C:48]([OH:50])=[O:49])[C:10]=1[CH3:16])[C:2]1[CH:3]=[CH:4][CH:5]=[CH:6][CH:7]=1 |f:1.2,4.5,6.7|. Solvent: O.C(C)O (water ethanol). Procedure: 3-Benzyloxy-2-methyl-4-pyrone, prepared as described under (J), (20 g) and beta-alanine (9 g) are dissolved in 3:2 v/v water/ethanol (500 ml) containing NaOH (10 g) to provide a solution with a pH of at least 13. The solution is refluxed for 15 minutes whereupon it turns from a light orange to an intense red colour. The solution is acidified to pH 7.0 and the ethanol is removed by rotary evaporation. The resulting aqueous solution is washed twice with ethylacetate (100 ml). This solution is then... Yields the product C(C1=CC=CC=C1)OC1=C(N(C=CC1=O)CCC(=O)O)C (3-benzyloxy-1-(2'-carboxyethyl)-2-methylpyrid-4-one). The yield is 70.0%. The reactants are ClC=1C=C(C=CC1Cl)NC(=O)N[C@@H]1[C@@H](CN(C1=O)CCCCC)C(=O)OC(C)(C)C (1,1-Dimethylethyl cis-4-[[[(3,4-dichlorophenyl)amino]carbonyl]amino]-5-oxo-1-pentyl-3-pyrrolidinecarboxylate). Solvent: FC(C(=O)O)(F)F (trifluoroacetic acid). Run at time 16 hour. The product is ClC=1C=C(C=CC1Cl)NC(=O)N[C@@H]1[C@@H](CN(C1=O)CCCCC)C(=O)O (cis-4-[[[(3,4-dichlorophenyl)amino]carbonyl]amino]-5-oxo-1-pentyl-3-pyrrolidinecarboxylic acid). Yield: 84.5%. Reaction SMILES: [Cl:1][C:2]1[CH:3]=[C:4]([NH:9][C:10]([NH:12][C@H:13]2[C:17](=[O:18])[N:16]([CH2:19][CH2:20][CH2:21][CH2:22][CH3:23])[CH2:15][C@H:14]2[C:24]([O:26]C(C)(C)C)=[O:25])=[O:11])[CH:5]=[CH:6][C:7]=1[Cl:8]>FC(F)(F)C(O)=O>[Cl:1][C:2]1[CH:3]=[C:4]([NH:9][C:10]([NH:12][C@H:13]2[C:17](=[O:18])[N:16]([CH2:19][CH2:20][CH2:21][CH2:22][CH3:23])[CH2:15][C@H:14]2[C:24]([OH:26])=[O:25])=[O:11])[CH:5]=[CH:6][C:7]=1[Cl:8]. Reported procedure: The tert-butyl ester of Example 10 (160 mg, 0.35 mmol) was dissolved in 5ml of trifluoroacetic acid and stirred for 16 h at room temperature after which time the reaction was concentrated in vacuo. The resulting material was radially chromatographed on silica gel eluting with EtOH/CH2Cl2 /HOAc (5/95/1) to give the title compound (119 mg, 85%) as a colorless solid. DSC=139.0°-143° C. @5.7 J/g and 191.7°- 203.5° C.@99.6 J/g. MS M+1 calcd for C17H21N3O4Cl2 403, found 403. Starting materials: CC(=O)O, Oc1c(F)cccc1Cl, O=[N+]([O-])O. Yields the product O=[N+]([O-])c1cc(F)c(O)c(Cl)c1. Reaction SMILES: [CH3:14][C:15](=[O:16])[OH:17].[Cl:1][c:2]1[c:3]([OH:9])[c:4]([F:8])[cH:5][cH:6][cH:7]1.[OH:10][N+:11]([O-:12])=[O:13]>>[Cl:1][c:2]1[c:3]([OH:9])[c:4]([F:8])[cH:5][c:6]([N+:11](=[O:10])[O-:12])[cH:7]1.